Dataset: the Open Reaction Database (ORD), a public repository of structured organic reaction records. Task: describe an organic reaction: reactants, conditions, products, and yield Reactants: CC(C)(C)OC(=O)N1CCC(CO)C1, COCCN(CCOC)S(F)(F)F, ClCCl, CC(C)(C)OC(=O)N1CCC(F)C1. Product: CC(C)(C)OC(=O)N1CCC(CF)C1. RXN SMILES: [C:14](=[O:15])([O:16][C:17]([CH3:18])([CH3:19])[CH3:20])[N:21]1[CH2:22][CH:23]([CH2:26][OH:27])[CH2:24][CH2:25]1.[CH3:28][O:29][CH2:30][CH2:31][N:32]([S:33]([F:34])([F:35])[F:36])[CH2:37][CH2:38][O:39][CH3:40].[Cl:41][CH2:42][Cl:43].[F:1][CH:2]1[CH2:3][CH2:4][N:5]([C:6]([O:7][C:8]([CH3:9])([CH3:10])[CH3:11])=[O:12])[CH2:13]1>>[F:1][CH2:26][CH:23]1[CH2:22][N:21]([C:14](=[O:15])[O:16][C:17]([CH3:18])([CH3:19])[CH3:20])[CH2:25][CH2:24]1. Starting materials: CO (methanol), [OH-].[K+] (potassium hydroxide), C(C)(=O)O[C@H]1C[C@H]2C[C@H]([C@H]3[C@@H]4CC[C@H]([C@@H](CCC(=O)OC)C)[C@]4(CC[C@@H]3[C@]2(CC1)C)C)OC(C)=O (methyl 3α,7α-diacetyloxy-5β-cholan-24-oate). Solvent: C(C)(C)O (isopropanol). Conditions: time 8 hour. The product is C[C@H](CCC(=O)O)[C@H]1CC[C@@H]2[C@@]1(CC[C@H]3[C@H]2[C@@H](C[C@H]4[C@@]3(CC[C@H](C4)O)C)O)C (chenodeoxycholic acid). Yield: 69.3%. As a reaction SMILES: CO.[OH-].[K+].C([O:8][C@@H:9]1[CH2:33][CH2:32][C@@:31]2([CH3:34])[C@H:11]([CH2:12][C@@H:13]([O:36]C(=O)C)[C@@H:14]3[C@@H:30]2[CH2:29][CH2:28][C@@:27]2([CH3:35])[C@H:15]3[CH2:16][CH2:17][C@@H:18]2[C@H:19]([CH3:26])[CH2:20][CH2:21][C:22]([O:24]C)=[O:23])[CH2:10]1)(=O)C>C(O)(C)C>[CH3:26][C@@H:19]([C@@H:18]1[C@@:27]2([CH3:35])[CH2:28][CH2:29][C@@H:30]3[C@@:31]4([CH3:34])[CH2:32][CH2:33][C@@H:9]([OH:8])[CH2:10][C@H:11]4[CH2:12][C@@H:13]([OH:36])[C@H:14]3[C@@H:15]2[CH2:16][CH2:17]1)[CH2:20][CH2:21][C:22]([OH:24])=[O:23] |f:1.2|. Procedure details: To a solution of 3 ml of methanol, 5 ml of isopropanol and 0.8 g of potassium hydroxide was added 0.294 g (0.000599 mol) of methyl 3α,7α-diacetyloxy-5β-cholan-24-oate. The mixture was heated to reflux under an argon atmosphere for 4 hr. then stirred overnight at room temperature. The solvents were removed in vacuo. The mixture was acidified with 1 N HCl and extracted with 3×25 ml of ethyl acetate. The combined ethyl acetate extracts were washed with water then dried over anhydrous sodium sulfate... The reactants are [N+](=O)([O-])C1=C(C=CC=C1)S(=O)(=O)NC=1C=CC(=C2C=CC=NC12)C(F)(F)F (2-nitro-N-(5-trifluoromethyl-quinolin-8-yl)-benzenesulfonamide), [N+](=O)([O-])C1=C(C=CC=C1)S(=O)(=O)NC=1C=CC(=C2C=CC=NC12)C(F)(F)F (2-nitro-N-(5-trifluoromethyl-quinolin-8-yl)-benzenesulfonamide), Cl[Sn]Cl (SnCl2). The reagents and catalysts are Cl (HCl). Solvent: CCO (EtOH). Yields the product NC1=C(C=CC=C1)S(=O)(=O)NC=1C=CC(=C2C=CC=NC12)C(F)(F)F (2-Amino-N-(5-trifluoromethyl-quinolin-8-yl)-benzenesulfonamide). Yield: 90.7%. As a reaction SMILES: [N+:1]([C:4]1[CH:9]=[CH:8][CH:7]=[CH:6][C:5]=1[S:10]([NH:13][C:14]1[CH:15]=[CH:16][C:17]([C:24]([F:27])([F:26])[F:25])=[C:18]2[C:23]=1[N:22]=[CH:21][CH:20]=[CH:19]2)(=[O:12])=[O:11])([O-])=O.Cl[Sn]Cl>Cl.CCO>[NH2:1][C:4]1[CH:9]=[CH:8][CH:7]=[CH:6][C:5]=1[S:10]([NH:13][C:14]1[CH:15]=[CH:16][C:17]([C:24]([F:27])([F:26])[F:25])=[C:18]2[C:23]=1[N:22]=[CH:21][CH:20]=[CH:19]2)(=[O:12])=[O:11]. Reported procedure: In a similar fashion using route 1 general procedure 4, 2-nitro-N-(5-trifluoromethyl-quinolin-8-yl)-benzenesulfonamide (Intermediate 253) (275 mg, 0.69 mmol), SnCl2 (526 mg, 3.46 mmol), conc.HCl (5 drops) and EtOH (10 ml) gave the title compound (230 mg, 90%) which was used in the next step without further purification. Reactants: resultant mixture, N1CCOCC1 (morpholine), C(=O)O (formic acid), C1=CC=CC=2C3C4=CC=CC=C4C(C12)(C3)CCC=O (β-(9,10-dihydro-9,10-methano-9-anthryl)propionaldehyde). Solvent: O (water). Run at temperature 60 celsius. The product is O1CCN(CC1)CCCC12C3=CC=CC=C3C(C=3C=CC=CC13)C2 (9-γ-morpholinopropyl-9,10-dihydro-9,10-methanoanthracene). Reaction SMILES: [NH:1]1[CH2:6][CH2:5][O:4][CH2:3][CH2:2]1.C(O)=O.[CH:10]1[C:23]2[C:22]3([CH2:25][CH2:26][CH:27]=O)[CH2:24][CH:15]([C:16]4[C:21]3=[CH:20][CH:19]=[CH:18][CH:17]=4)[C:14]=2[CH:13]=[CH:12][CH:11]=1>O>[O:4]1[CH2:5][CH2:6][N:1]([CH2:27][CH2:26][CH2:25][C:22]23[CH2:24][CH:15]([C:16]4[CH:17]=[CH:18][CH:19]=[CH:20][C:21]=42)[C:14]2[C:23]3=[CH:10][CH:11]=[CH:12][CH:13]=2)[CH2:2][CH2:3]1. Reported procedure: To a mixture of morpholine (870 mg) and formic acid (460 mg) heated at 60° C. was added β-(9,10-dihydro-9,10-methano-9-anthryl)propionaldehyde (50 mg). The resultant mixture was stirred at 60° C. for 30 minutes and at 80° C. for 1.5 hours. The reaction mixture was diluted with water and extracted with ethyl acetate. The ethyl acetate layer was washed with water, dried over anhydrous sodium sulfate and evaporated to dryness to give 9-γ-morpholinopropyl-9,10-dihydro-9,10-methanoanthracene, which w... Starting materials: O=C([O-])[O-], CCOC(=O)c1cn(Cc2ccccc2)nc1O, CN(C)C=O, Cc1oc(-c2ccco2)nc1COc1cccc(CCl)c1, [K+], [K+], O. The product is CCOC(=O)c1cn(Cc2ccccc2)nc1OCc1cccc(OCc2nc(-c3ccco3)oc2C)c1. Reaction SMILES: [C:40](=[O:41])([O-:42])[O-:43].[CH2:22]([c:23]1[cH:24][cH:25][cH:26][cH:27][cH:28]1)[n:29]1[n:30][c:31]([OH:39])[c:32]([C:34](=[O:35])[O:36][CH2:37][CH3:38])[cH:33]1.[CH3:46][N:47]([CH3:48])[CH:49]=[O:50].[Cl:1][CH2:2][c:3]1[cH:4][c:5]([O:6][CH2:7][c:8]2[n:9][c:10](-[c:14]3[o:15][cH:16][cH:17][cH:18]3)[o:11][c:12]2[CH3:13])[cH:19][cH:20][cH:21]1.[K+:44].[K+:45].[OH2:51]>>[CH2:2]([c:3]1[cH:4][c:5]([O:6][CH2:7][c:8]2[n:9][c:10](-[c:14]3[o:15][cH:16][cH:17][cH:18]3)[o:11][c:12]2[CH3:13])[cH:19][cH:20][cH:21]1)[O:39][c:31]1[n:30][n:29]([CH2:22][c:23]2[cH:24][cH:25][cH:26][cH:27][cH:28]2)[cH:33][c:32]1[C:34](=[O:35])[O:36][CH2:37][CH3:38]. Reactants: O=C(Cl)c1ccccc1, c1ccc(Oc2nc3ncnn3c3c2cnc2[nH]ncc23)cc1, c1ccncc1. Yields the product O=C(c1ccccc1)n1ncc2c1ncc1c(Oc3ccccc3)nc3ncnn3c12. RXN SMILES: [C:24]([c:25]1[cH:26][cH:27][cH:28][cH:29][cH:30]1)(=[O:31])[Cl:32].[c:1]1([O:7][c:8]2[n:9][c:10]3[n:11]([c:12]4[c:13]2[cH:14][n:15][c:16]2[c:17]4[cH:18][n:19][nH:20]2)[n:21][cH:22][n:23]3)[cH:2][cH:3][cH:4][cH:5][cH:6]1.[cH:33]1[cH:34][cH:35][n:36][cH:37][cH:38]1>>[c:1]1([O:7][c:8]2[n:9][c:10]3[n:11]([c:12]4[c:13]2[cH:14][n:15][c:16]2[c:17]4[cH:18][n:19][n:20]2[C:24]([c:25]2[cH:26][cH:27][cH:28][cH:29][cH:30]2)=[O:31])[n:21][cH:22][n:23]3)[cH:2][cH:3][cH:4][cH:5][cH:6]1. Starting materials: [H-].[Na+] (Sodium hydride), ClC1=C(CCl)C=C(C=C1)Cl (2,5-dichlorobenzyl chloride), C1=NC(=CC=2C3=CC=CC=C3NC12)C(=O)OCC (ethyl 9H-β-carboline-3-carboxylate), [H][H] (hydrogen). Run in CN(C)C=O (DMF), C(C)(=O)O (acetic acid). The product is ClC1=C(CN2C3=CC=CC=C3C=3C=C(N=CC23)C(=O)OCC)C=C(C=C1)Cl (Ethyl 9-(2,5-dichlorobenzyl)-9H-β-carboline-3-carboxylate). The yield is 986.8%. RXN SMILES: [CH:1]1[C:13]2[NH:12][C:11]3[C:6](=[CH:7][CH:8]=[CH:9][CH:10]=3)[C:5]=2[CH:4]=[C:3]([C:14]([O:16][CH2:17][CH3:18])=[O:15])[N:2]=1.[H-].[Na+].[H][H].[Cl:23][C:24]1[CH:31]=[CH:30][C:29]([Cl:32])=[CH:28][C:25]=1[CH2:26]Cl>CN(C=O)C.C(O)(=O)C>[Cl:23][C:24]1[CH:31]=[CH:30][C:29]([Cl:32])=[CH:28][C:25]=1[CH2:26][N:12]1[C:13]2[CH:1]=[N:2][C:3]([C:14]([O:16][CH2:17][CH3:18])=[O:15])=[CH:4][C:5]=2[C:6]2[C:11]1=[CH:10][CH:9]=[CH:8][CH:7]=2 |f:1.2|. Reported procedure: A suspension of ethyl 9H-β-carboline-3-carboxylate (2.40 g, 10 mmol) in anhydrous DMF (20 mL) was cooled in an ice bath under nitrogen. Sodium hydride (420 mg of 60% NaH in mineral oil, 10.5 mmol) was added at once, and the mixture stirred until most of the solids dissolved and hydrogen evolution stopped (approx 10 min). The cool mixture was treated with 2,5-dichlorobenzyl chloride (2.15 g, 1.0 mmol) slowly with stirring, then allowed to warm to room temperature over two hours. The resulting clo... Reactants: OC1=CC=C(C(=O)O)C=C1 (4-hydroxybenzoic acid), NC[C@@H](C(=O)OC(C)(C)C)NC(=O)OCC1=CC=CC=C1 (tert-Butyl (2S)-3-amino-2-benzyloxycarbonylaminopropionate), ON1N=NC2=C1C=CC=C2 (1-hydroxy-benzotriazole), C1(CCCCC1)N=C=NC1CCCCC1 (dicyclohexylcarbodiimide). Run in CN(C)C=O (DMF). Reaction conditions: temperature 0 celsius, time 1 hour. Yields the product C(C)(C)(C)OC([C@H](CNC(C1=CC=C(C=C1)O)=O)NC(=O)OCC1=CC=CC=C1)=O (4-Hydroxybenzoyl-(2S)-2-benzyloxycarbonylamino-β-alanine tert-butyl ester). Reaction SMILES: [OH:1][C:2]1[CH:10]=[CH:9][C:5]([C:6]([OH:8])=O)=[CH:4][CH:3]=1.[NH2:11][CH2:12][C@H:13]([NH:21][C:22]([O:24][CH2:25][C:26]1[CH:31]=[CH:30][CH:29]=[CH:28][CH:27]=1)=[O:23])[C:14]([O:16][C:17]([CH3:20])([CH3:19])[CH3:18])=[O:15].ON1C2C=CC=CC=2N=N1.C1(N=C=NC2CCCCC2)CCCCC1>CN(C=O)C>[C:17]([O:16][C:14](=[O:15])[C@@H:13]([NH:21][C:22]([O:24][CH2:25][C:26]1[CH:27]=[CH:28][CH:29]=[CH:30][CH:31]=1)=[O:23])[CH2:12][NH:11][C:6](=[O:8])[C:5]1[CH:4]=[CH:3][C:2]([OH:1])=[CH:10][CH:9]=1)([CH3:20])([CH3:18])[CH3:19]. Reported procedure: 1.41 g (10.2 mmol) of 4-hydroxybenzoic acid and 3 g (10.2 mmol) of (1.1) were suspended in 25 ml of DMF. 1.38 g (10.2 mmol) of 1-hydroxy-benzotriazole (HOBt) and, at 0° C., dicyclohexylcarbodiimide (DCCI) were added. The mixture was stirred at 0° C. for 1 h and allowed to stand at room temperature overnight. After filtration, the solvent was removed in vacuo and the residue was chromatographed on silica gel by means of MPLC using heptanelethyl acetate (1/1). (1.2) was obtained as a colorless sol... Starting materials: Cl.OCC=1C(=CC(N(N1)C1=CC=C(C=C1)S(=O)(=O)C)=O)OC1CCNCC1 (6-(hydroxymethyl)-2-(4-(methylsulfonyl)phenyl)-5-(piperidin-4-yloxy)pyridazin-3(2H)-one HCl), CCN(C(C)C)C(C)C (DIPEA), ClC=1C=NC(=NC1)I (5-chloro-2-iodopyrimidine), CCOC(=O)C (EtOAc). The solvent is CN1CCCC1=O (NMP). Run at temperature 100 celsius. Yields the product ClC=1C=NC(=NC1)N1CCC(CC1)OC1=CC(N(N=C1CO)C1=CC=C(C=C1)S(=O)(=O)C)=O (5-(1-(5-chloropyrimidin-2-yl)piperidin-4-yloxy)-6-(hydroxymethyl)-2-(4-(methylsulfonyl)phenyl)pyridazin-3(2H)-one). The yield is 65.0%. As a reaction SMILES: Cl.[OH:2][CH2:3][C:4]1[C:5]([O:21][CH:22]2[CH2:27][CH2:26][NH:25][CH2:24][CH2:23]2)=[CH:6][C:7](=[O:20])[N:8]([C:10]2[CH:15]=[CH:14][C:13]([S:16]([CH3:19])(=[O:18])=[O:17])=[CH:12][CH:11]=2)[N:9]=1.CCN(C(C)C)C(C)C.[Cl:37][C:38]1[CH:39]=[N:40][C:41](I)=[N:42][CH:43]=1.CCOC(C)=O>CN1C(=O)CCC1>[Cl:37][C:38]1[CH:39]=[N:40][C:41]([N:25]2[CH2:26][CH2:27][CH:22]([O:21][C:5]3[C:4]([CH2:3][OH:2])=[N:9][N:8]([C:10]4[CH:11]=[CH:12][C:13]([S:16]([CH3:19])(=[O:18])=[O:17])=[CH:14][CH:15]=4)[C:7](=[O:20])[CH:6]=3)[CH2:23][CH2:24]2)=[N:42][CH:43]=1 |f:0.1|. Procedure: To a stirring solution of 6-(hydroxymethyl)-2-(4-(methylsulfonyl)phenyl)-5-(piperidin-4-yloxy)pyridazin-3(2H)-one HCl (18.97 mg, 0.05 mmol) in NMP (2 mL) at room temperature under argon was added DIPEA (19.4 mg, 0.150 mmol) and 5-chloro-2-iodopyrimidine (24 mg, 0.1.0 mmol). The resulting reaction mixture was heated at 100° C. under argon overnight. 15 mL of EtOAc was added to the reaction mixture. The reaction mixture was washed with water (15 mL), and brine (15 mL). Organic phase was dried (MgS... Starting materials: COC(=O)C(N)CCSC, O=C(O)c1ccc(Oc2ccccn2)cc1-c1ccccc1. As a reaction SMILES: [CH3:23][O:24][C:25]([CH:26]([NH2:27])[CH2:28][CH2:29][S:30][CH3:31])=[O:32].[n:1]1[c:2]([O:7][c:8]2[cH:9][c:10](-[c:17]3[cH:18][cH:19][cH:20][cH:21][cH:22]3)[c:11]([C:12](=[O:13])[OH:14])[cH:15][cH:16]2)[cH:3][cH:4][cH:5][cH:6]1>>[n:1]1[c:2]([O:7][c:8]2[cH:9][c:10](-[c:17]3[cH:18][cH:19][cH:20][cH:21][cH:22]3)[c:11]([C:12](=[O:14])[NH:27][CH:26]([C:25]([O:24][CH3:23])=[O:32])[CH2:28][CH2:29][S:30][CH3:31])[cH:15][cH:16]2)[cH:3][cH:4][cH:5][cH:6]1. Product: COC(=O)C(CCSC)NC(=O)c1ccc(Oc2ccccn2)cc1-c1ccccc1.